From a dataset of the Open Reaction Database (ORD), a public repository of structured organic reaction records. describe an organic reaction: reactants, conditions, products, and yield The reactants are CCOC(=O)C(Cc1ccc(F)cc1)C(O)c1ccc(C(F)(F)F)cc1, CO, Cl, [Na+], [OH-]. Product: O=C(O)C(Cc1ccc(F)cc1)C(O)c1ccc(C(F)(F)F)cc1. Reaction SMILES: [CH2:1]([CH3:2])[O:3][C:4]([CH:5]([CH:6]([c:7]1[cH:8][cH:9][c:10]([C:13]([F:14])([F:15])[F:16])[cH:11][cH:12]1)[OH:17])[CH2:18][c:19]1[cH:20][cH:21][c:22]([F:25])[cH:23][cH:24]1)=[O:26].[CH3:30][OH:31].[ClH:29].[Na+:28].[OH-:27]>>[O:3]=[C:4]([CH:5]([CH:6]([c:7]1[cH:8][cH:9][c:10]([C:13]([F:14])([F:15])[F:16])[cH:11][cH:12]1)[OH:17])[CH2:18][c:19]1[cH:20][cH:21][c:22]([F:25])[cH:23][cH:24]1)[OH:26]. Reactants: C1(=CC=CC=C1)C(CCC(C)=O)=O (1-phenyl-1,4-pentanedione), CCOC=1C=CC(=CC1)N (p-phenetidine). Reagents/catalysts: C(C)(=O)O (acetic acid). Solvent: C1(=CC=CC=C1)C (toluene). Yields the product C(C)OC1=CC=C(C=C1)N1C(=CC=C1C)C1=CC=CC=C1 (1-(p-ethoxyphenyl)-5-methyl-2-phenyl-pyrrole). Reaction SMILES: [C:1]1([C:7](=O)[CH2:8][CH2:9][C:10](=O)[CH3:11])[CH:6]=[CH:5][CH:4]=[CH:3][CH:2]=1.[CH3:14][CH2:15][O:16][C:17]1[CH:18]=[CH:19][C:20]([NH2:23])=[CH:21][CH:22]=1>C(O)(=O)C.C1(C)C=CC=CC=1>[CH2:15]([O:16][C:17]1[CH:18]=[CH:19][C:20]([N:23]2[C:10]([CH3:11])=[CH:9][CH:8]=[C:7]2[C:1]2[CH:6]=[CH:5][CH:4]=[CH:3][CH:2]=2)=[CH:21][CH:22]=1)[CH3:14]. Procedure: To a solution of 1-phenyl-1,4-pentanedione (1.06g, 6.0 mmol) and toluene (50 mL) was added p-phenetidine (0.78 mL, 6.0 mmol) and 5 drops of glacial acetic acid. The mixture was heated at reflux overnight. After cooling to rt, the mixture was concentrated in vacuo and purified by flash chromatography on silica gel (15-25% EtOAc/hexanes) to give 1-(p-ethoxyphenyl)-5-methyl-2-phenyl-pyrrole as a yellow solid: 1H NMR (CDCl3, 500 MHz) δ 7.17-7.13 (m, 2H), 7.10-7.05 (m, 5H), 6.89-6.84 (m, 2H), 6.35 (d... Reactants: S(O)(O)(=O)=O (sulfuric acid), ClC=1C=CC(=C(N)C1)SC (5-chloro-2-(methylthio)aniline), ice, N(=O)[O-].[Na+] (sodium nitrite), [I-].[K+] (potassium iodide). The solvent is O (water), C(C)#N (acetonitrile), O (water), O (water). Reaction conditions: temperature 0 celsius, time 30 minute. The product is ClC1=CC(=C(C=C1)SC)I ((4-chloro-2-iodophenyl)(methyl)sulfane). Isolated yield 77.3%. As a reaction SMILES: S(=O)(=O)(O)O.[Cl:6][C:7]1[CH:8]=[CH:9][C:10]([S:14][CH3:15])=[C:11]([CH:13]=1)N.N([O-])=O.[Na+].[I-:20].[K+]>O.C(#N)C>[Cl:6][C:7]1[CH:8]=[CH:9][C:10]([S:14][CH3:15])=[C:11]([I:20])[CH:13]=1 |f:2.3,4.5|. Procedure: To a 0° C. solution of concentrated sulfuric acid (0.3 mL, 5.0 mmol) in 5.0 mL water and 5.0 mL acetonitrile was added 5-chloro-2-(methylthio)aniline (472 mg, 2.72 mmol), followed by slow addition of sodium nitrite (210 mg, 3.0 mmol) as a solution in 1 mL water. The reaction mixture was stirred at 0° C. for 30 minutes. This mixture was then slowly added to a 0° C. solution of potassium iodide (691.7 mg, 4.167 mmol) in 5 mL water. The reaction was stirred for 1 hour, allowing the ice bath to warm... Reactants: Cl (hydrochloric acid), C(C)OC(=O)C=1C=C2CC(C(NC2=CC1)C=1C=NC=C(C1)N1CCOCC1)(C)C (3,3-dimethyl-2-(5-morpholin-4-yl-pyridin-3-yl)-1,2,3,4-tetrahydro-quinoline-6-carboxylic acid ethyl ester), [OH-].[Na+] (sodium hydroxide). Solvent: CO (methanol), O1CCCC1 (tetrahydrofuran), O (water). Reaction conditions: temperature 70 celsius, time 6 hour. Yields the product CC1(C(NC2=CC=C(C=C2C1)C(=O)O)C=1C=NC=C(C1)N1CCOCC1)C (3,3-dimethyl-2-(5-morpholin-4-yl-pyridin-3-yl)-1,2,3,4-tetrahydro-quinoline-6-carboxylic acid). Isolated yield 87.9%. As a reaction SMILES: C([O:3][C:4]([C:6]1[CH:7]=[C:8]2[C:13](=[CH:14][CH:15]=1)[NH:12][CH:11]([C:16]1[CH:17]=[N:18][CH:19]=[C:20]([N:22]3[CH2:27][CH2:26][O:25][CH2:24][CH2:23]3)[CH:21]=1)[C:10]([CH3:29])([CH3:28])[CH2:9]2)=[O:5])C.[OH-].[Na+].Cl>CO.O1CCCC1.O>[CH3:28][C:10]1([CH3:29])[CH2:9][C:8]2[C:13](=[CH:14][CH:15]=[C:6]([C:4]([OH:5])=[O:3])[CH:7]=2)[NH:12][CH:11]1[C:16]1[CH:17]=[N:18][CH:19]=[C:20]([N:22]2[CH2:23][CH2:24][O:25][CH2:26][CH2:27]2)[CH:21]=1 |f:1.2|. Procedure: To a stirred mixture solution of 3,3-dimethyl-2-(5-morpholin-4-yl-pyridin-3-yl)-1,2,3,4-tetrahydro-quinoline-6-carboxylic acid ethyl ester (2.5 g, 6.5 mmol) in methanol (15.0 mL) and tetrahydrofuran (16.0 mL) was added 50% sodium hydroxide in water (2.0 mL). The reaction mixture was stirred at 70° C. for 6 hours. The mixture was neutralized with a 3 N aqueous hydrochloric acid solution and extracted with ethyl acetate (2×100 mL), washed with water, dried over anhydrous sodium sulfate and then co... Starting materials: C(C1=CC=CC=C1)OC(=O)N1CC(CCC1)CN1C(C=CC=C1)=O (3-(2-oxo-2H-pyridin-1-ylmethyl)piperidine-1-carboxylic acid benzyl ester). The product is N1CC(CCC1)CN1C(C=CC=C1)=O (1-Piperidin-3-ylmethyl-1H-pyridin-2-one). The yield is 84.9%. The reagents and catalysts are [Pd] (Pd—C). RXN SMILES: C(OC([N:11]1[CH2:16][CH2:15][CH2:14][CH:13]([CH2:17][N:18]2[CH:23]=[CH:22][CH:21]=[CH:20][C:19]2=[O:24])[CH2:12]1)=O)C1C=CC=CC=1>CCO.[Pd]>[NH:11]1[CH2:16][CH2:15][CH2:14][CH:13]([CH2:17][N:18]2[CH:23]=[CH:22][CH:21]=[CH:20][C:19]2=[O:24])[CH2:12]1. The solvent is CCO (EtOH). Procedure: A mixture of 3-(2-oxo-2H-pyridin-1-ylmethyl)piperidine-1-carboxylic acid benzyl ester (100 mg) and 5% Pd—C (20 mg) in EtOH (15 mL) was stirred under H2 (1 atm). The reaction was traced by TLC. The catalyst was filtered and the filtration was concentrated and purified by chromatography with CH2Cl2-MeOH—NH3.H2O (10:1:0.1) to give a syrup (50 mg, 85%). 1H NMR (CDCl3) δ 7.31 (m, 1H), 7.21 (dd, 1H, J=6.9, 2.1 Hz), 6.56 (d, 1H, J=9.0 Hz), 6.14 (td, 1H, J=6.6, 1.5 Hz), 3.90 (dd, 1H, J=13.0, 8.1 Hz) 3.7... The reactants are ClC=1C=CC(=C(OC(C(=O)OC)C)C1)C=O (methyl 2-(5-chloro-2-formylphenoxy)propionate), Cl (hydrochloric acid), C[O-].[Na+] (sodium methoxide), [BH4-].[Na+] (sodium borohydride). Run in CO (methanol), CO (methanol). Conditions: time 4 hour. Yields the product ClC=1C=CC(=C(OC(C(=O)OC)C)C1)CO (methyl 2-(5-chloro-2-hydroxymethylphenoxy)propionate). The yield is 54.8%. Reaction SMILES: C[O-].[Na+].[Cl:4][C:5]1[CH:6]=[CH:7][C:8]([CH:18]=[O:19])=[C:9]([CH:17]=1)[O:10][CH:11]([CH3:16])[C:12]([O:14][CH3:15])=[O:13].[BH4-].[Na+].Cl>CO>[Cl:4][C:5]1[CH:6]=[CH:7][C:8]([CH2:18][OH:19])=[C:9]([CH:17]=1)[O:10][CH:11]([CH3:16])[C:12]([O:14][CH3:15])=[O:13] |f:0.1,3.4|. Reported procedure: To a solution of 0.10 g (0.018 mole) of sodium methoxide in 20 mL of methanol that had been cooled to 5° C. was added a solution of 8.0 g of methyl 2-(5-chloro-2-formylphenoxy)propionate in 20 mL of methanol. While the temperature was maintained between 0° C. and 5° C., to this mixture was added 0.50 g (0.013 mole) of sodium borohydride. This addition required 10 minutes, during which gas was evolved. The yellow solution was allowed to warm up to room temperature, where it was stirred for four h...